This data is from the Open Reaction Database (ORD), a public repository of structured organic reaction records. The task is: describe an organic reaction: reactants, conditions, products, and yield Reactants: CS(=O)(=O)OCCc1cc2cc(-c3ccc(C#N)cc3)ccc2o1, OCC1CCCN1. Yields the product N#Cc1ccc(-c2ccc3oc(CCN4CCCC4CO)cc3c2)cc1. RXN SMILES: [CH3:1][S:2]([O:3][CH2:6][CH2:7][c:8]1[o:9][c:10]2[c:11]([cH:12]1)[cH:13][c:14](-[c:17]1[cH:18][cH:19][c:20]([C:23]#[N:24])[cH:21][cH:22]1)[cH:15][cH:16]2)(=[O:4])=[O:5].[NH:25]1[CH:26]([CH2:27][OH:28])[CH2:29][CH2:30][CH2:31]1>>[CH2:6]([CH2:7][c:8]1[o:9][c:10]2[c:11]([cH:12]1)[cH:13][c:14](-[c:17]1[cH:18][cH:19][c:20]([C:23]#[N:24])[cH:21][cH:22]1)[cH:15][cH:16]2)[N:25]1[CH:26]([CH2:27][OH:28])[CH2:29][CH2:30][CH2:31]1. The reactants are FC(C(C(F)(F)F)(OCC1=CC=CC=C1)C=1C=C2C(=CC(NC2=C(C1)C)=O)C)(F)F (6-[2,2,2-trifluoro-1-benzyloxy-1-(trifluoromethyl)ethyl]-4,8-dimethyl-2(1H)-quinolinone), [O-]CC.[Tl+] (thallium ethoxide), CO (methanol), CI (methyl iodide). Run in CN(C=O)C (dimethylformamide). The product is FC(C(C(F)(F)F)(OCC1=CC=CC=C1)C=1C=C2C(=CC(N(C2=C(C1)C)C)=O)C)(F)F (6-[2,2,2-trifluoro-1-benzyloxy-1-(trifluoromethyl)ethyl]-1,4,8-trimethyl-2(1H)-quinolinone). As a reaction SMILES: [F:1][C:2]([F:30])([F:29])[C:3]([C:16]1[CH:17]=[C:18]2[C:23](=[C:24]([CH3:26])[CH:25]=1)[NH:22][C:21](=[O:27])[CH:20]=[C:19]2[CH3:28])([O:8][CH2:9][C:10]1[CH:15]=[CH:14][CH:13]=[CH:12][CH:11]=1)[C:4]([F:7])([F:6])[F:5].[O-][CH2:32]C.[Tl+].CI.CO>CN(C)C=O>[F:30][C:2]([F:1])([F:29])[C:3]([C:16]1[CH:17]=[C:18]2[C:23](=[C:24]([CH3:26])[CH:25]=1)[N:22]([CH3:32])[C:21](=[O:27])[CH:20]=[C:19]2[CH3:28])([O:8][CH2:9][C:10]1[CH:11]=[CH:12][CH:13]=[CH:14][CH:15]=1)[C:4]([F:7])([F:6])[F:5] |f:1.2|. Procedure: To a solution of 6-[2,2,2-trifluoro-1-benzyloxy-1-(trifluoromethyl)ethyl]-4,8-dimethyl-2(1H)-quinolinone in dimethylformamide is added an equivalent of thallium ethoxide. The solution is stirred under nitrogen. To the solution is added methyl iodide, and the solution is stirred and heated to 50° until thin layer chromatography indicates the reaction is complete. The solution is cooled and treated with 5 ml of methanol. The cooled solution is filtered and evaporated at reduced pressure. The resid...